This data is from the Open Reaction Database (ORD), a public repository of structured organic reaction records. The task is: describe an organic reaction: reactants, conditions, products, and yield The reactants are O=C([O-])O, COC(=O)C1=C(C)NC(C)=C(c2nc(CSCc3ccccc3)no2)C1c1cccc([N+](=O)[O-])c1, ClC(Cl)Cl, O=C(OO)c1cccc(Cl)c1, [Na+]. Yields the product COC(=O)C1=C(C)NC(C)=C(c2nc(CS(=O)Cc3ccccc3)no2)C1c1cccc([N+](=O)[O-])c1. RXN SMILES: [C:47](=[O:48])([OH:49])[O-:50].[CH3:1][C:2]1=[C:7]([c:8]2[n:9][c:10]([CH2:13][S:14][CH2:15][c:16]3[cH:17][cH:18][cH:19][cH:20][cH:21]3)[n:11][o:12]2)[CH:6]([c:22]2[cH:23][c:24]([N+:28](=[O:29])[O-:30])[cH:25][cH:26][cH:27]2)[C:5]([C:31](=[O:32])[O:33][CH3:34])=[C:4]([CH3:35])[NH:3]1.[CH:52]([Cl:53])([Cl:54])[Cl:55].[Cl:36][c:37]1[cH:38][c:39]([C:44](=[O:41])[O:45][OH:46])[cH:40][cH:42][cH:43]1.[Na+:51]>>[CH3:1][C:2]1=[C:7]([c:8]2[n:9][c:10]([CH2:13][S:14]([CH2:15][c:16]3[cH:17][cH:18][cH:19][cH:20][cH:21]3)=[O:41])[n:11][o:12]2)[CH:6]([c:22]2[cH:23][c:24]([N+:28](=[O:29])[O-:30])[cH:25][cH:26][cH:27]2)[C:5]([C:31](=[O:32])[O:33][CH3:34])=[C:4]([CH3:35])[NH:3]1.